From a dataset of the Open Reaction Database (ORD), a public repository of structured organic reaction records. describe an organic reaction: reactants, conditions, products, and yield Starting materials: ClC1=NC=C(C=C1)[N+](=O)[O-] (2-chloro-5-nitropyridine), O=C1N(CCNCC1)CC1=CC=CC=C1 (hexahydro-5-oxo-4-(phenylmethyl)-1H-1,4-diazepine). Product: O=C1N(CCN(CC1)C1=CC=C(C=N1)N)CC1=CC=CC=C1 (6-[hexahydro-5-oxo-4-(phenylmethyl)-1H-1,4-diazepin-1-yl]pyridin-3-amine). As a reaction SMILES: Cl[C:2]1[CH:7]=[CH:6][C:5]([N+:8]([O-])=O)=[CH:4][N:3]=1.[O:11]=[C:12]1[CH2:18][CH2:17][NH:16][CH2:15][CH2:14][N:13]1[CH2:19][C:20]1[CH:25]=[CH:24][CH:23]=[CH:22][CH:21]=1>>[O:11]=[C:12]1[CH2:18][CH2:17][N:16]([C:2]2[N:3]=[CH:4][C:5]([NH2:8])=[CH:6][CH:7]=2)[CH2:15][CH2:14][N:13]1[CH2:19][C:20]1[CH:25]=[CH:24][CH:23]=[CH:22][CH:21]=1. Procedure details: Intermediate B-26 was prepared by the general procedure for intermediate B-2, by using 2-chloro-5-nitropyridine and hexahydro-5-oxo-4-(phenylmethyl)-1H-1,4-diazepine as starting materials. MS (M+1): 297. Starting materials: O=C(C1=CC=CN1)N(C(C)C)C(C)C. The reagents and catalysts are O1B(OC(C)(C)C1(C)C)B2OC(C)(C)C(O2)(C)C, O=C1C=CC=2C=CC=C(C3=CN=C(C=C3)C=4N=CC=CC4)C2N1, [K].OC(C)(C)C, C[OH2+].C[OH2+].C1CC=CCCC=C1.C1CC=CCCC=C1.[Ir].[Ir]. Run in O1CCCC1. Run at temperature 80 celsius, time 12 hour. Product: O=C(C1=CC=C(N1)B2OC(C)(C)C(O2)(C)C)N(C(C)C)C(C)C. Yield: 63.0%. Procedure details: In an argon filled glove box, a 5.0 mL wheaton microreactor was charged with [Ir(cod)(OMe)]2 (1.98 mg, 1.5 mol%), L1 ligand (2.1 mg, 3.5 mol%), B2pin2 (50.8 mg, 1.0 equiv.), KOtBu (1.0 mg, 4.5 mol%) and dry THF (1.0 mL). The reaction mixture was stirred for 2 minutes at room temperature. To this mixture, N,N-diisopropyl-1H-pyrrole-2-carboxamide (38.9 mg, 0.2 mmol) was added. The microreactor was capped with a teflon pressure cap and placed into pre-heated aluminum block at 80 oC. The reaction mi...